This data is from the Open Reaction Database (ORD), a public repository of structured organic reaction records. The task is: describe an organic reaction: reactants, conditions, products, and yield Reactants: BrN1C(CCC1=O)=O (N-bromo succinimide), ClC1=C(N)C(=CC=C1)C(F)(F)F (2-chloro-6-(trifluoromethyl)aniline), C(C)(=O)O (acetic acid). Run in C(C)#N (acetonitrile). Run at time 18 hour. The product is BrC1=CC(=C(N)C(=C1)C(F)(F)F)Cl (4-bromo-2-chloro-6-(trifluoromethyl)aniline). As a reaction SMILES: [Br:1]N1C(=O)CCC1=O.[Cl:9][C:10]1[CH:16]=[CH:15][CH:14]=[C:13]([C:17]([F:20])([F:19])[F:18])[C:11]=1[NH2:12].C(O)(=O)C>C(#N)C>[Br:1][C:15]1[CH:14]=[C:13]([C:17]([F:19])([F:18])[F:20])[C:11]([NH2:12])=[C:10]([Cl:9])[CH:16]=1. Procedure details: N-bromo succinimide (910 mg, 5.1 mmol) was added to a solution of 2-chloro-6-(trifluoromethyl)aniline (1.0 g, 5.1 mmol) and acetic acid (3 mL) in acetonitrile (10 mL) at room temperature. The mixture was heated at reflux, with stirring, for 18 h. The reaction mixture was then filtered through Celite and concentrated to give the title compound, which was used in the next step without further purification. The reactants are O=C(O)c1cc(OCc2ccccc2F)cc([N+](=O)[O-])c1, COC(=O)c1cccc(NS(=O)(=O)c2cccs2)c1. Product: O=C(O)c1cccc(NS(=O)(=O)c2cccs2)c1. RXN SMILES: [F:20][c:21]1[cH:22][cH:23][cH:24][cH:25][c:26]1[CH2:27][O:28][c:29]1[cH:30][c:31]([C:38]([OH:39])=[O:40])[cH:32][c:33]([N+:34]([O-:35])=[O:36])[cH:37]1.[s:1]1[c:2]([S:6](=[O:7])(=[O:8])[NH:9][c:10]2[cH:11][c:12]([C:13](=[O:14])[O:15][CH3:16])[cH:17][cH:18][cH:19]2)[cH:3][cH:4][cH:5]1>>[s:1]1[c:2]([S:6](=[O:7])(=[O:8])[NH:9][c:10]2[cH:11][c:12]([C:13](=[O:14])[OH:15])[cH:17][cH:18][cH:19]2)[cH:3][cH:4][cH:5]1. The reactants are C(C1=CC=CC=C1)OC(=O)N1CC2=CC(=CC=C2CC1)NC(C1=CC(=CC=C1)C1N(CCC1)C(=O)OC(C)(C)C)=O (7-[3-(1-tert-butoxycarbonyl-pyrrolidin-2-yl)-benzoylamino]-3,4-dihydro-1H-isoquinoline-2-carboxylic acid benzyl ester), Cl (HCl), O1CCOCC1 (dioxane). Solvent: C(Cl)Cl (methylene chloride). Product: Cl.C(C1=CC=CC=C1)OC(=O)N1CC2=CC(=CC=C2CC1)NC(C1=CC(=CC=C1)C1NCCC1)=O (7-(3-pyrrolidin-2-yl-benzoylamino)-3,4-dihydro-1H-isoquinoline-2-carboxylic acid benzyl ester HCl). As a reaction SMILES: [CH2:1]([O:8][C:9]([N:11]1[CH2:20][CH2:19][C:18]2[C:13](=[CH:14][C:15]([NH:21][C:22](=[O:41])[C:23]3[CH:28]=[CH:27][CH:26]=[C:25]([CH:29]4[CH2:33][CH2:32][CH2:31][N:30]4C(OC(C)(C)C)=O)[CH:24]=3)=[CH:16][CH:17]=2)[CH2:12]1)=[O:10])[C:2]1[CH:7]=[CH:6][CH:5]=[CH:4][CH:3]=1.[ClH:42].O1CCOCC1>C(Cl)Cl>[ClH:42].[CH2:1]([O:8][C:9]([N:11]1[CH2:20][CH2:19][C:18]2[C:13](=[CH:14][C:15]([NH:21][C:22](=[O:41])[C:23]3[CH:28]=[CH:27][CH:26]=[C:25]([CH:29]4[CH2:33][CH2:32][CH2:31][NH:30]4)[CH:24]=3)=[CH:16][CH:17]=2)[CH2:12]1)=[O:10])[C:2]1[CH:3]=[CH:4][CH:5]=[CH:6][CH:7]=1 |f:4.5|. Procedure: To a solution of 7-[3-(1-tert-butoxycarbonyl-pyrrolidin-2-yl)-benzoylamino]-3,4-dihydro-1H-isoquinoline-2-carboxylic acid benzyl ester (900 mg, 1.62 mmol) in methylene chloride (50 mL) add 4M HCl in dioxane (8.1 mL, (32.4 mmol)) and stir the reaction at room temperature for 24 h. Remove the solvents in vacuo at 40° C., dissolve the residue in EtOAc, and concentrate again concentrate to dryness. Dry the residue in vacuo then triturate in EtOAc and hexane to afford 2.63 g of 7-(3-pyrrolidin-2-yl-b... Reactants: CC1(C=2C=CC(=CC2C(=CC1)C=1SC=CN1)C#CC1=C(C(=O)O)C=CC=C1)C ((5,6-dihydro-5,5-dimethyl-8-(2-thiazolyl)-2-naphthalenyl)ethynylbenzoic acid), CC1(C=2C=CC(=CC2C(=CC1)C=1SC=CN1)C#CC1=C(C(=O)O)C=CC=C1)C ((5,6-dihydro-5,5-dimethyl-8-(2-thiazolyl)-2-naphthalenyl)ethynylbenzoic acid), CC1(C=2C=CC(=CC2C(=CC1)C=1SC=CC1)C#CC1=CC=C(C(=O)OCC)C=C1)C (ethyl 4-[(5,6-dihydro-5,5-dimethyl-8-(2-thienyl)-2-naphthalenyl)ethynyl]benzoate), CC1(C=2C=CC(=CC2C(=CC1)C=1SC=CC1)C#CC1=CC=C(C(=O)OCC)C=C1)C (ethyl 4-[(5,6-dihydro-5,5-dimethyl-8-(2-thienyl)-2-naphthalenyl)ethynyl]benzoate). Product: CC1(C=2C=CC(=CC2C(=CC1)C=1SC=CC1)C#CC1=CC=C(C(=O)O)C=C1)C (4-[(5,6-dihydro-5,5-dimethyl-8-(2-thienyl)-2-naphthalenyl)ethynyl]benzoic acid). RXN SMILES: CC1(C)CC=C(C2SC=CN=2)C2C=C(C#CC3C=CC=CC=3C(O)=O)C=CC1=2.[CH3:29][C:30]1([CH3:58])[CH2:39][CH:38]=[C:37]([C:40]2[S:41][CH:42]=[CH:43][CH:44]=2)[C:36]2[CH:35]=[C:34]([C:45]#[C:46][C:47]3[CH:57]=[CH:56][C:50]([C:51]([O:53]CC)=[O:52])=[CH:49][CH:48]=3)[CH:33]=[CH:32][C:31]1=2>>[CH3:29][C:30]1([CH3:58])[CH2:39][CH:38]=[C:37]([C:40]2[S:41][CH:42]=[CH:43][CH:44]=2)[C:36]2[CH:35]=[C:34]([C:45]#[C:46][C:47]3[CH:48]=[CH:49][C:50]([C:51]([OH:53])=[O:52])=[CH:56][CH:57]=3)[CH:33]=[CH:32][C:31]1=2. Procedure details: Employing the same general procedure as for the preparation of 4-[(5,6-dihydro-5,5-dimethyl-8-(2-thiazolyl)-2-naphthalenyl)ethynylbenzoic acid (Compound 30a), 70.0 mg (0.17 mmol) of ethyl 4-[(5,6-dihydro-5,5-dimethyl-8-(2-thienyl)-2-naphthalenyl)ethynyl]benzoate (Compound 33a) was converted into the title compound (colorless solid) using 17.8 mg (0.42 mmol) of LiOH in H2O. PMR (d6 -DMSO): δ 1.27 (6H, s), 2.33 (2H, d, J=4.9 Hz), 6.23 (1H, t, J=4.9 Hz), 7.14 (2H, m), 7.38-7.56 (4H, m), 7.61 (2H, d... The reactants are C(#N)C1=CN=C(N1)C1=C(C=C(C=C1Cl)C(F)(F)F)Cl (5-cyano-2-(2,6-dichloro-4-trifluoromethylphenyl)imidazole), BrBr (bromine), C(C)(=O)OCC (Ethyl acetate). Solvent: ClC(C(Cl)Cl)Cl (1,1,2,2-tetrachloroethane). Run at temperature 90 celsius. Yields the product BrC=1N=C(NC1C#N)C1=C(C=C(C=C1Cl)C(F)(F)F)Cl (4-bromo-5-cyano-2-(2,6-dichloro-4-trifluoromethylphenyl)imidazole). The yield is 169.2%. RXN SMILES: [C:1]([C:3]1[NH:7][C:6]([C:8]2[C:13]([Cl:14])=[CH:12][C:11]([C:15]([F:18])([F:17])[F:16])=[CH:10][C:9]=2[Cl:19])=[N:5][CH:4]=1)#[N:2].[Br:20]Br.C(OCC)(=O)C>ClC(Cl)C(Cl)Cl>[Br:20][C:4]1[N:5]=[C:6]([C:8]2[C:13]([Cl:14])=[CH:12][C:11]([C:15]([F:17])([F:16])[F:18])=[CH:10][C:9]=2[Cl:19])[NH:7][C:3]=1[C:1]#[N:2]. Reported procedure: A mixture of 5-cyano-2-(2,6-dichloro-4-trifluoromethylphenyl)imidazole (1.0 g, 0.0033 mol) and bromine (1.9 g, 0.64 ml, 0.13 mol) in 1,1,2,2-tetrachloroethane (20 ml) was stirred and heated at 90° C. for 7 hours. Ethyl acetate (50 ml) was added and the solution was washed with water (50 ml), aqueous sodium metabisulphite solution (50 ml), water (50 ml), dried over anhydrous sodium sulphate and evaporated to dryness. The solid residue was purified by chromatography on silica gel eluting with a mi... Reactants: P(=O)([O-])([O-])[O-].[K+].[K+].[K+] (potassium phosphate), [N+](=O)([O-])C1=CC=C2C=CNC2=C1 (6-nitroindole), CNCCNC (N,N′-dimethylethylenediamine), BrC=1C=C(C=C(C1)CC1=CC=C(C=C1)OC)NC=1C=NC=CC1 ((3-bromo-5-p-methoxybenzylphenyl)-3-pyridylamine), Example 22, crude product. Reagents/catalysts: [Cu]I (Copper (I) iodide). Run in C1(=CC=CC=C1)C (toluene), C(Cl)Cl (methylene chloride). Reaction conditions: temperature 110 celsius. The product is [N+](=O)([O-])C1=CC=C2C=CN(C2=C1)C=1C=C(C=C(C1)NC=1C=NC=CC1)O (3-(6-nitro-indol-1-yl)-5-(pyridin-3-ylamino)-phenol). RXN SMILES: Br[C:2]1[CH:3]=[C:4]([NH:17][C:18]2[CH:19]=[N:20][CH:21]=[CH:22][CH:23]=2)[CH:5]=[C:6](CC2C=CC(OC)=CC=2)[CH:7]=1.P([O-])([O-])([O-])=[O:25].[K+].[K+].[K+].[N+:32]([C:35]1[CH:43]=[C:42]2[C:38]([CH:39]=[CH:40][NH:41]2)=[CH:37][CH:36]=1)([O-:34])=[O:33].CNCCNC>C(Cl)Cl.[Cu]I.C1(C)C=CC=CC=1>[N+:32]([C:35]1[CH:43]=[C:42]2[C:38]([CH:39]=[CH:40][N:41]2[C:6]2[CH:7]=[C:2]([OH:25])[CH:3]=[C:4]([NH:17][C:18]3[CH:19]=[N:20][CH:21]=[CH:22][CH:23]=3)[CH:5]=2)=[CH:37][CH:36]=1)([O-:34])=[O:33] |f:1.2.3.4|. Reported procedure: The resin-bound (3-bromo-5-p-methoxybenzylphenyl)-3-pyridylamine described in Example 22 (200 mg, ca 0.12 mmol) was placed in a 50 mL glass reactor. Copper (I) iodide (0.6 mmol, 114 mg), potassium phosphate (127 mg, 0.6 mmol), toluene (5 mL), 6-nitroindole (0.6 mmol, 98 mg) and N,N′-dimethylethylenediamine (53 mg, 0.6 mmol) were added to the reactor, and the reactor was heated to 110° C. for 16 h under N2 atmosphere. After cooling the reaction mixture to room temperature, the resin was filtered,... The reactants are ClC=1C=C(C=CC1Cl)C(C1C2CN(CC12)C(=O)OC(C)(C)C)=NO (tert-butyl 6-((3,4-dichlorophenyl)(hydroxyimino)methyl)-3-azabicyclo[3.1.0]hexane-3-carboxylate), [H-].[Na+] (sodium hydride), C(C)I (ethyl iodide). The solvent is CN(C)C=O (DMF), CN(C)C=O (DMF). Conditions: time 30 minute. Yields the product ClC=1C=C(C=CC1Cl)C(C1C2CN(CC12)C(=O)OC(C)(C)C)=NOCC (tert-butyl 6-((3,4-dichlorophenyl)(ethoxyimino)methyl)-3-azabicyclo[3.1.0]hexane-3-carboxylate). Isolated yield 69.6%. RXN SMILES: [H-].[Na+].[Cl:3][C:4]1[CH:5]=[C:6]([C:11](=[N:25][OH:26])[CH:12]2[CH:17]3[CH:13]2[CH2:14][N:15]([C:18]([O:20][C:21]([CH3:24])([CH3:23])[CH3:22])=[O:19])[CH2:16]3)[CH:7]=[CH:8][C:9]=1[Cl:10].[CH2:27](I)[CH3:28]>CN(C=O)C>[Cl:3][C:4]1[CH:5]=[C:6]([C:11](=[N:25][O:26][CH2:27][CH3:28])[CH:12]2[CH:17]3[CH:13]2[CH2:14][N:15]([C:18]([O:20][C:21]([CH3:23])([CH3:22])[CH3:24])=[O:19])[CH2:16]3)[CH:7]=[CH:8][C:9]=1[Cl:10] |f:0.1|. Reported procedure: To a suspension of sodium hydride (35 mg, 0.87 mmol, 60% suspension in mineral oil) in dry DMF (3 mL) at 0° C. under nitrogen atmosphere, was added a solution of tert-butyl 6-((3,4-dichlorophenyl)(hydroxyimino)methyl)-3-azabicyclo[3.1.0]hexane-3-carboxylate (200 mg, 0.54 mmol), obtained in step-1 of example 1, in DMF (3 mL) The reaction mixture was stirred at the same temperature for 30 min followed by the addition of ethyl iodide (0.09 mL, 1.1 mmol). The reaction mixture was stirred at room tem... Solvent: O (water), C(C)(=O)O (acetic acid), O (water). Conditions: time 15 minute. Yields the product ClC=1N=CC=C2C1NN=C2 (7-chloro-1H-pyrazolo[3,4-c]pyridine). Reported procedure: A solution of 2-chloro-4-methylpyridin-3-amine [133627-45-9] (3.0 g, 21.0 mmol) in acetic acid (300 mL) was treated with a solution of sodium nitrite (1.45 g, 21.0 mmol) in water (2.5 mL). The reaction mixture was stirred at rt for 15 min then allowed to stand at ambient temperature for 24 h. An additional solution of sodium nitrite (500 mg, 7.25 mmol) in water (1 mL) was added to the mixture which was allowed to stand at rt for 3 h. Acetic acid was evaporated under reduced pressure and the resi... Starting materials: N(=O)[O-].[Na+] (sodium nitrite), ClC1=NC=CC(=C1N)C (2-chloro-4-methylpyridin-3-amine), N(=O)[O-].[Na+] (sodium nitrite). RXN SMILES: [Cl:1][C:2]1[C:7]([NH2:8])=[C:6]([CH3:9])[CH:5]=[CH:4][N:3]=1.[N:10]([O-])=O.[Na+]>C(O)(=O)C.O>[Cl:1][C:2]1[N:3]=[CH:4][CH:5]=[C:6]2[CH:9]=[N:10][NH:8][C:7]=12 |f:1.2|. Reactants: C(#N)[BH3-].[Na+] (sodium cyanoborohydride), C=O (formaldehyde), C(#N)[BH3-].[Na+] (sodium cyanoborohydride), [NH4+].[Cl-] (NH4Cl), C(C1=CC=CC=C1)OC1=C(C=2CC[C@H]3[C@@H]4CCC([C@@]4(C)CC[C@@H]3C2C=C1)=O)N (3-Benzyloxy-4-aminoestra-1,3,5(10)-trien-17-one). Run in C1CCOC1 (THF), CC#N (CH3CN). Run at time 3 hour. Yields the product C(C1=CC=CC=C1)OC1=C(C=2CC[C@H]3[C@@H]4CCC([C@@]4(C)CC[C@@H]3C2C=C1)=O)N(C)C (3-Benzyloxy-4-dimethylaminoestra-1,3,5(10)-trien-17-one). Yield: 54.0%. RXN SMILES: [CH2:1]([O:8][C:9]1[CH:26]=[CH:25][C:24]2[C@@H:23]3[C@H:14]([C@H:15]4[C@@:19]([CH2:21][CH2:22]3)([CH3:20])[C:18](=[O:27])[CH2:17][CH2:16]4)[CH2:13][CH2:12][C:11]=2[C:10]=1N)[C:2]1[CH:7]=[CH:6][CH:5]=[CH:4][CH:3]=1.[CH2:29]=O.[C:31]([BH3-])#[N:32].[Na+].[NH4+].[Cl-]>C1COCC1.CC#N>[CH2:1]([O:8][C:9]1[CH:26]=[CH:25][C:24]2[C@@H:23]3[C@H:14]([C@H:15]4[C@@:19]([CH2:21][CH2:22]3)([CH3:20])[C:18](=[O:27])[CH2:17][CH2:16]4)[CH2:13][CH2:12][C:11]=2[C:10]=1[N:32]([CH3:31])[CH3:29])[C:2]1[CH:7]=[CH:6][CH:5]=[CH:4][CH:3]=1 |f:2.3,4.5|. Reported procedure: To a suspension of 3-benzyloxy-4-aminoestra-1,3,5(10)-trien-17-one (85, 0.188 g, 0.5 mmol) in THF (1.0 mL) and CH3CN (5.0 mL) were added 37% aqueous formaldehyde (1.0 mL) and sodium cyanoborohydride (0.251 g, 4.0 mmol); the mixture was then stirred for 3 h at room temperature. Additional sodium cyanoborohydride (0.251 g, 4.0 mmol) was then added, and the mixture stirred for 24 h. Saturated aqueous NH4Cl at 0° C. was added, and the mixture extracted with EtOAc. The combined organic layers were wa... Product: COc1ccc(-c2nncc(-c3ccc(F)c(-c4ccncc4F)c3)n2)cc1. RXN SMILES: [Br:1][c:2]1[cH:3][c:4](-[c:9]2[n:10][c:11](-[c:15]3[cH:16][cH:17][c:18]([O:21][CH3:22])[cH:19][cH:20]3)[n:12][n:13][cH:14]2)[cH:5][cH:6][c:7]1[F:8].[CH3:43][c:44]1[cH:45][cH:46][cH:47][cH:48][cH:49]1.[F:23][c:24]1[cH:25][n:26][cH:27][cH:28][c:29]1[Sn:30]([CH2:31][CH2:32][CH2:33][CH3:34])([CH2:35][CH2:36][CH2:37][CH3:38])[CH2:39][CH2:40][CH2:41][CH3:42]>>[c:2]1(-[c:29]2[c:24]([F:23])[cH:25][n:26][cH:27][cH:28]2)[cH:3][c:4](-[c:9]2[n:10][c:11](-[c:15]3[cH:16][cH:17][c:18]([O:21][CH3:22])[cH:19][cH:20]3)[n:12][n:13][cH:14]2)[cH:5][cH:6][c:7]1[F:8]. Starting materials: COc1ccc(-c2nncc(-c3ccc(F)c(Br)c3)n2)cc1, Cc1ccccc1, CCCC[Sn](CCCC)(CCCC)c1ccncc1F.